From a dataset of the Open Reaction Database (ORD), a public repository of structured organic reaction records. describe an organic reaction: reactants, conditions, products, and yield The reactants are CC(=O)OC(C)=O, CC(=O)O, O=C1Cc2ccccc2N1, O. Yields the product CC(=O)N1C(=O)Cc2ccccc21. As a reaction SMILES: [CH3:11][C:12](=[O:13])[O:14][C:15](=[O:16])[CH3:17].[CH3:18][C:19](=[O:20])[OH:21].[NH:1]1[C:2](=[O:10])[CH2:3][c:4]2[cH:5][cH:6][cH:7][cH:8][c:9]21.[OH2:22]>>[N:1]1([C:12]([CH3:11])=[O:13])[C:2](=[O:10])[CH2:3][c:4]2[cH:5][cH:6][cH:7][cH:8][c:9]21. Reactants: ClC1=NC(=NC(=N1)NCCC)NCCC (6-chloro-N,N′-dipropyl-[1,3,5]triazine-2,4-diamine), Cl.NO (hydroxylamine hydrochloride). Yields the product C(CC)NC1=NC(=NC(=N1)NCCC)NO (N-(4,6-Bis-propylamino-[1,3,5]triazin-2-yl)-hydroxylamine), Example 13. Yield: 99.0%. As a reaction SMILES: Cl[C:2]1[N:7]=[C:6]([NH:8][CH2:9][CH2:10][CH3:11])[N:5]=[C:4]([NH:12][CH2:13][CH2:14][CH3:15])[N:3]=1.Cl.[NH2:17][OH:18]>>[CH2:13]([NH:12][C:4]1[N:5]=[C:6]([NH:8][CH2:9][CH2:10][CH3:11])[N:7]=[C:2]([NH:17][OH:18])[N:3]=1)[CH2:14][CH3:15] |f:1.2|. Procedure: N-(4,6-Bis-propylamino-[1,3,5]triazin-2-yl)-hydroxylamine (XLV) was prepared from 2-chloro-N-(4,6-bis-(n-propylamino)-[1,3,5]triazine (XXXIV) and hydroxylamine hydrochloride as described in Example 13 (99% yield). 400 MHz 1H NMR (DMSO-d6, ppm) 9.0-8.6 (1H, br s), 8.39-8.14 (1H, s), 6.89-6.55 (2H, m), 3.23-3.06 (4H, m), 1.54-1.40 (4H, m), 0.84 (6H, t, J=7.4 Hz). ESI-MS (m/z): 227 [M+H]+. MP: 138-141° C. Reactants: BrC1=C2C=CC=NC2=C(C(=N1)C(=O)NCC1=CC=C(C=C1)F)O (5-bromo-N-(4-fluorobenzyl)-8-hydroxy-[1,6]naphthyridine-7-carboxamide), C(CCC)C(=C(CCCC)CCCC)[Sn] (tri-n-butylvinyl tin), N1C(CNCC1)=O (2-piperazinone). The reagents and catalysts are Cl[Pd]([P](C1=CC=CC=C1)(C2=CC=CC=C2)C3=CC=CC=C3)([P](C4=CC=CC=C4)(C5=CC=CC=C5)C6=CC=CC=C6)Cl (bis (triphenylphosphine)palladium(II) chloride). Run in O1CCOCC1 (dioxane). Run at temperature 100 celsius, time 24 hour. Product: FC1=CC=C(CNC(=O)C2=NC(=C3C=CC=NC3=C2O)CCN2CC(NCC2)=O)C=C1 (N-(4-Fluorobenzyl)-5-[2-(3-oxo-1-piperazinyl)ethyl]-8-hydroxy-[1,6]napthyridine-7-carboxamide). As a reaction SMILES: Br[C:2]1[N:11]=[C:10]([C:12]([NH:14][CH2:15][C:16]2[CH:21]=[CH:20][C:19]([F:22])=[CH:18][CH:17]=2)=[O:13])[C:9]([OH:23])=[C:8]2[C:3]=1[CH:4]=[CH:5][CH:6]=[N:7]2.C(C([Sn])=C(CC[CH2:36][CH3:37])CCCC)CCC.[NH:39]1[CH2:44][CH2:43][NH:42][CH2:41][C:40]1=[O:45]>O1CCOCC1.Cl[Pd](Cl)([P](C1C=CC=CC=1)(C1C=CC=CC=1)C1C=CC=CC=1)[P](C1C=CC=CC=1)(C1C=CC=CC=1)C1C=CC=CC=1>[F:22][C:19]1[CH:20]=[CH:21][C:16]([CH2:15][NH:14][C:12]([C:10]2[C:9]([OH:23])=[C:8]3[C:3]([CH:4]=[CH:5][CH:6]=[N:7]3)=[C:2]([CH2:44][CH2:43][N:42]3[CH2:37][CH2:36][NH:39][C:40](=[O:45])[CH2:41]3)[N:11]=2)=[O:13])=[CH:17][CH:18]=1 |^1:25,54,73|. Reported procedure: A mixture of 5-bromo-N-(4-fluorobenzyl)-8-hydroxy-[1,6]naphthyridine-7-carboxamide (0.40 g, 1.06 mmol), tri-n-butylvinyl tin (0.62 mL, 2.13 mmol), bis (triphenylphosphine)palladium(II) chloride (0.15 g, 0.21 mmol), 2-piperazinone (0.12 g, 1.17 mmol) in dioxane (10 mL) was purged with nitrogen and heated with stirring at 100° C. in a sealed tube for 24 hours. The resultant product mixture was filtered through a pad of Celite. The filtrate was concentrated under vacuum. The residue was dissolved i... The reactants are Cc1cc(Cl)ncc1Br, COC(=O)COc1ccccc1N(C)C(=O)c1ccc(Cl)c(B2OC(C)(C)C(C)(C)O2)c1, [K+], [K+], O=C([O-])[O-], C1COCCO1, c1ccc(P(c2ccccc2)(c2ccccc2)[Pd](P(c2ccccc2)(c2ccccc2)c2ccccc2)(P(c2ccccc2)(c2ccccc2)c2ccccc2)P(c2ccccc2)(c2ccccc2)c2ccccc2)cc1. Yields the product COC(=O)COc1ccccc1N(C)C(=O)c1ccc(Cl)c(-c2cnc(Cl)cc2C)c1. As a reaction SMILES: [Br:33][c:34]1[c:35]([CH3:41])[cH:36][c:37]([Cl:40])[n:38][cH:39]1.[CH3:1][O:2][C:3]([CH2:4][O:5][c:6]1[c:7]([N:12]([CH3:13])[C:14]([c:15]2[cH:16][c:17]([B:22]3[O:23][C:24]([CH3:25])([CH3:26])[C:27]([CH3:28])([CH3:29])[O:30]3)[c:18]([Cl:21])[cH:19][cH:20]2)=[O:31])[cH:8][cH:9][cH:10][cH:11]1)=[O:32].[K+:42].[K+:43].[O-:44][C:45]([O-:46])=[O:47].[O:48]1[CH2:49][CH2:50][O:51][CH2:52][CH2:53]1.[cH:54]1[cH:55][cH:56][c:57]([P:58]([Pd:59]([P:60]([c:61]2[cH:62][cH:63][cH:64][cH:65][cH:66]2)([c:67]2[cH:68][cH:69][cH:70][cH:71][cH:72]2)[c:73]2[cH:74][cH:75][cH:76][cH:77][cH:78]2)([P:79]([c:80]2[cH:81][cH:82][cH:83][cH:84][cH:85]2)([c:86]2[cH:87][cH:88][cH:89][cH:90][cH:91]2)[c:92]2[cH:93][cH:94][cH:95][cH:96][cH:97]2)[P:98]([c:99]2[cH:100][cH:101][cH:102][cH:103][cH:104]2)([c:105]2[cH:106][cH:107][cH:108][cH:109][cH:110]2)[c:111]2[cH:112][cH:113][cH:114][cH:115][cH:116]2)([c:117]2[cH:118][cH:119][cH:120][cH:121][cH:122]2)[c:123]2[cH:124][cH:125][cH:126][cH:127][cH:128]2)[cH:129][cH:130]1>>[CH3:1][O:2][C:3]([CH2:4][O:5][c:6]1[c:7]([N:12]([CH3:13])[C:14]([c:15]2[cH:16][c:17](-[c:34]3[c:35]([CH3:41])[cH:36][c:37]([Cl:40])[n:38][cH:39]3)[c:18]([Cl:21])[cH:19][cH:20]2)=[O:31])[cH:8][cH:9][cH:10][cH:11]1)=[O:32]. The reactants are ice water, S1C2=C(C=C1)CC1=CC3=C(CC4=C3SC=C4)C=C12 (4,9-dihydro-s-indaceno[1,2-b:5,6-b′]dithiophene), BrCCCCCCCC (1-Bromooctane), CC(C)([O-])C.[Na+] (sodium tert-butoxide). The solvent is CS(=O)C (DMSO). Run at temperature 80 celsius. The product is C(CCCCCCC)C1(C2=CC3=C(C(C4=C3SC=C4)(CCCCCCCC)CCCCCCCC)C=C2C=2SC=CC21)CCCCCCCC (4,9-dihydro-4,4,9,9-tetraoctyl-s-indaceno[1,2-b:5,6-b′]dithiophene). RXN SMILES: [S:1]1[CH:5]=[CH:4][C:3]2[CH2:6][C:7]3[C:18]([C:2]1=2)=[CH:17][C:10]1[CH2:11][C:12]2[CH:16]=[CH:15][S:14][C:13]=2[C:9]=1[CH:8]=3.C[C:20]([CH3:23])([O-])[CH3:21].[Na+].Br[CH2:26][CH2:27][CH2:28][CH2:29][CH2:30][CH2:31][CH2:32][CH3:33]>CS(C)=O>[CH2:26]([C:11]1([CH2:17][CH2:18][CH2:2][CH2:3][CH2:4][CH2:21][CH2:20][CH3:23])[C:12]2[CH:16]=[CH:15][S:14][C:13]=2[C:9]2[C:10]1=[CH:17][C:18]1[C:2]3[S:1][CH:5]=[CH:4][C:3]=3[C:6]([CH2:13][CH2:12][CH2:11][CH2:10][CH2:9][CH2:8][CH2:7][CH3:6])([CH2:26][CH2:27][CH2:28][CH2:29][CH2:30][CH2:31][CH2:32][CH3:33])[C:7]=1[CH:8]=2)[CH2:27][CH2:28][CH2:29][CH2:30][CH2:31][CH2:32][CH3:33] |f:1.2|. Reported procedure: To a 3-necked flask is added 4,9-dihydro-s-indaceno[1,2-b:5,6-b′]dithiophene (3.0 g, 11.3 mmol) and anhydrous DMSO (60 cm3) and the mixture is degassed for 20 minutes. To this mixture is added sodium tert-butoxide (6.69 g, 68.9 mmol) portion wise and the mixture is heated to 80° C. 1-Bromooctane (12 cm3, 69.5 mmol) is added dropwise over 30 minutes ensuring the reaction mixture temperature did not rise above 90° C. The mixture is then heated at 85° C. for 3 hours. The mixture allowed to cool to ... Reactants: COC1=CC(=C2C(C(=O)OC2=O)=C1)C (5-Methoxy-3-methyl-phthalic anhydride), COC1=CC(=C2C(NC(C2=C1)=O)=O)C (6-methoxy-4-methyl-isoindole-1,3-dione), COC1=CC(=C2C(NC(C2=C1)=O)=O)C (6-methoxy-4-methyl-isoindole-1,3-dione), C2. Product: COC=1C=C(C2=CNC=C2C1)C (6-methoxy-4-methyl-isoindole). As a reaction SMILES: COC1C=C2C(OC(=O)C2=C(C)C=1)=O.[CH3:15][O:16][C:17]1[CH:25]=[C:24]2[C:20]([C:21](=O)[NH:22][C:23]2=O)=[C:19]([CH3:28])[CH:18]=1>>[CH3:15][O:16][C:17]1[CH:18]=[C:19]([CH3:28])[C:20]2[C:24]([CH:25]=1)=[CH:23][NH:22][CH:21]=2. Procedure: 5-Methoxy-3-methyl-phthalic anhydride was used to prepare 6-methoxy-4-methyl-isoindole-1,3-dione. 1H NMR (DMSO-d6) 11.05 (1H, br.s), 7.13 (1H, d), 7.10 (1H, d), 3.88 (3H, s), 2.55 (3H, s). Reduction of 6-methoxy-4-methyl-isoindole-1,3-dione according to the method of preparation C2 afforded 6-methoxy-4-methyl-isoindole. 1H NMR (DMSO-d6) 6.64 (1H, s), 6.57 (1H, s), 4.05 (2H, s), 3.96 (2H, s), 3.70 (3H, s), 2.16 (3H, s). MS: [M+H]+ 164. Starting materials: tosylates, mesylates, FCC1CC(N(C1)[C@H](C(=O)N)CC)=O ((2S)-2-[4-(fluoromethyl)-2-oxo-1-pyrrolidinyl]butanamide), O=C1N(CC(C1)CN1N=NN=C1)[C@H](C(=O)N)CC ((2S)-2-[2-oxo-4-(1H-tetrazol-1-ylmethyl)-1-pyrrolidinyl]butanamide), O=C1N(CC(C1)CN1N=NN=C1)[C@H](C(=O)N)CC ((2S)-2-[2-oxo-4-(1H-tetrazol-1-ylmethyl)-1-pyrrolidinyl]butanamide), O=C1N(CC(C1)CN1N=CN=C1)[C@H](C(=O)N)CC ((2S)-2-[2-oxo-4-(1H-1,2,4-triazol-1-ylmethyl)-1-pyrrolidinyl]butanamide), O=C1N(CC(C1)CN1N=NC=C1)C(C(=O)N)CC (2-[2-oxo-4-(1H-1,2,3-triazol-1-ylmethyl)-1-pyrrolidinyl]butanamide), C(C)(C)SCC1CC(N(C1)[C@H](C(=O)N)CC)=O ((2S)-2-{4-[(isopropylsulfanyl)methyl]-2-oxo-1-pyrrolidinyl}butanamide), O=C1N(CC(C1)CN1CCCC1)[C@H](C(=O)N)CC ((2S)-2-[2-oxo-4-(1-pyrrolidinylmethyl)-1-pyrrolidinyl]butanamide), O=C1N(CC(C1)CN1CCSCC1)[C@H](C(=O)N)CC ((2S)-2-[2-oxo-4-(4-thiomorpholinylmethyl)-1-pyrrolidinyl]butanamide), alcohol, halides. Yields the product N(=[N+]=[N-])CC1CC(N(C1)[C@H](C(=O)N)CC)=O ((2S)-2-[4-(azidomethyl)-2-oxo-1-pyrrolidinyl]butanamide). Reaction SMILES: FCC1CN([C@@H](CC)C(N)=O)C(=O)C1.[O:15]=[C:16]1[CH2:20][CH:19]([CH2:21][N:22]2C=N[N:24]=[N:23]2)[CH2:18][N:17]1[C@@H:27]([CH2:31][CH3:32])[C:28]([NH2:30])=[O:29].O=C1CC(CN2C=NC=N2)CN1[C@@H](CC)C(N)=O.O=C1CC(CN2C=CN=N2)CN1C(CC)C(N)=O.C(SCC1CN([C@@H](CC)C(N)=O)C(=O)C1)(C)C.O=C1CC(CN2CCCC2)CN1[C@@H](CC)C(N)=O.O=C1CC(CN2CCSCC2)CN1[C@@H](CC)C(N)=O>>[N:22]([CH2:21][CH:19]1[CH2:18][N:17]([C@@H:27]([CH2:31][CH3:32])[C:28]([NH2:30])=[O:29])[C:16](=[O:15])[CH2:20]1)=[N+:23]=[N-:24]. Reported procedure: Alternatively, (2S)-2-[4-(fluoromethyl)-2-oxo-1-pyrrolidinyl]butanamide 44, (2S)-2-[2-oxo-4-(1H-tetrazol-1-ylmethyl)-1-pyrrolidinyl]butanamide 39, (2S)-2-[2-oxo-4-(1H-tetrazol-1-ylmethyl)-1-pyrrolidinyl]butanamide 40, (2S)-2-[2-oxo-4-(1H-1,2,4-triazol-1-ylmethyl)-1-pyrrolidinyl]butanamide 55, 2-[2-oxo-4-(1H-1,2,3-triazol-1-ylmethyl)-1-pyrrolidinyl]butanamide 56, (2S)-2-{4-[(isopropylsulfanyl)methyl]-2-oxo-1-pyrrolidinyl}butanamide 24, (2S)-2-[2-oxo-4-(1-pyrrolidinylmethyl)-1-pyrrolidinyl]butanam... Starting materials: Cc1ccccc1, OCC(O)CCl, O=C1c2ccn(S(=O)(=O)c3ccccc3)c2CCC1Br, O, O, Cc1ccc(S(=O)(=O)O)cc1. The product is O=S(=O)(c1ccccc1)n1ccc2c1CCC(Br)C21OCC(CCl)O1. As a reaction SMILES: [CH3:40][c:41]1[cH:42][cH:43][cH:44][cH:45][cH:46]1.[Cl:22][CH2:23][CH:24]([CH2:25][OH:26])[OH:27].[O:2]=[C:3]1[c:4]2[cH:5][cH:6][n:7]([S:13](=[O:14])(=[O:15])[c:16]3[cH:17][cH:18][cH:19][cH:20][cH:21]3)[c:8]2[CH2:9][CH2:10][CH:11]1[Br:12].[OH2:1].[OH2:28].[c:29]1([CH3:30])[cH:31][cH:32][c:33]([S:34]([OH:35])(=[O:36])=[O:37])[cH:38][cH:39]1>>[O:2]1[C:3]2([c:4]3[cH:5][cH:6][n:7]([S:13](=[O:14])(=[O:15])[c:16]4[cH:17][cH:18][cH:19][cH:20][cH:21]4)[c:8]3[CH2:9][CH2:10][CH:11]2[Br:12])[O:26][CH2:25][CH:24]1[CH2:23][Cl:22]. The reactants are CCN(C(C)C)C(C)C, ClCCl, FC(F)(F)c1ccc(CBr)c(C(F)(F)F)c1, COC(=O)C(C)(C)Oc1ccc(CCN)cc1. Yields the product COC(=O)C(C)(C)Oc1ccc(CCNCc2ccc(C(F)(F)F)cc2C(F)(F)F)cc1. RXN SMILES: [CH:18]([N:19]([CH2:20][CH3:21])[CH:22]([CH3:23])[CH3:24])([CH3:25])[CH3:26].[Cl:43][CH2:44][Cl:45].[F:27][C:28]([c:29]1[c:30]([CH2:31][Br:32])[cH:33][cH:34][c:35]([C:37]([F:38])([F:39])[F:40])[cH:36]1)([F:41])[F:42].[NH2:1][CH2:2][CH2:3][c:4]1[cH:5][cH:6][c:7]([O:8][C:9]([C:10](=[O:11])[O:12][CH3:13])([CH3:14])[CH3:15])[cH:16][cH:17]1>>[NH:1]([CH2:2][CH2:3][c:4]1[cH:5][cH:6][c:7]([O:8][C:9]([C:10](=[O:11])[O:12][CH3:13])([CH3:14])[CH3:15])[cH:16][cH:17]1)[CH2:31][c:30]1[c:29]([C:28]([F:27])([F:41])[F:42])[cH:36][c:35]([C:37]([F:38])([F:39])[F:40])[cH:34][cH:33]1. Starting materials: CN1CCCNCC1, Cc1ccc2oc(S)nc2c1, ClC(Cl)Cl. Yields the product Cc1ccc2oc(N3CCCN(C)CC3)nc2c1. Reaction SMILES: [CH3:12][N:13]1[CH2:14][CH2:15][NH:16][CH2:17][CH2:18][CH2:19]1.[CH3:1][c:2]1[cH:3][cH:4][c:5]2[c:6]([n:7][c:8]([SH:10])[o:9]2)[cH:11]1.[CH:20]([Cl:21])([Cl:22])[Cl:23]>>[CH3:1][c:2]1[cH:3][cH:4][c:5]2[c:6]([n:7][c:8]([N:16]3[CH2:15][CH2:14][N:13]([CH3:12])[CH2:19][CH2:18][CH2:17]3)[o:9]2)[cH:11]1.